From a dataset of the Open Reaction Database (ORD), a public repository of structured organic reaction records. describe an organic reaction: reactants, conditions, products, and yield Reactants: CN1CCOCC1 (NMM), ClC1=NC(=C(C(=N1)Cl)F)NN (2,4-Dichloro-5-fluoro-6-hydrazinopyrimidine), C1(CCCC1)C[C@@H](C(=O)O)CN(OCC1=CC=CC=C1)C=O ((2R)-3-cyclopentyl-2-({formyl[(phenylmethyl)oxy]amino}methyl)propanoic acid), C1=CC2=C(N=C1)N(N=N2)O (HOAt), C(CCl)Cl (EDC). Solvent: CN(C)C=O (DMF). Conditions: time 8 hour. Product: C1(CCCC1)C[C@H](CN(C=O)OCC1=CC=CC=C1)C(=O)NNC1=NC(=NC(=C1F)Cl)Cl ({(2R)-2-(cyclopentylmethyl)-3-[2-(2,6-dichloro-5-fluoro-4-pyrimidinyl)hydrazino]-3-oxopropyl}[(phenylmethyl)oxy]formamide). Yield: 60.5%. RXN SMILES: [Cl:1][C:2]1[N:7]=[C:6]([Cl:8])[C:5]([F:9])=[C:4]([NH:10][NH2:11])[N:3]=1.[CH:12]1([CH2:17][C@H:18]([CH2:22][N:23]([CH:32]=[O:33])[O:24][CH2:25][C:26]2[CH:31]=[CH:30][CH:29]=[CH:28][CH:27]=2)[C:19](O)=[O:20])[CH2:16][CH2:15][CH2:14][CH2:13]1.C1C=NC2N(O)N=NC=2C=1.CN1CCOCC1.C(Cl)CCl>CN(C=O)C>[CH:12]1([CH2:17][C@@H:18]([C:19]([NH:11][NH:10][C:4]2[C:5]([F:9])=[C:6]([Cl:8])[N:7]=[C:2]([Cl:1])[N:3]=2)=[O:20])[CH2:22][N:23]([O:24][CH2:25][C:26]2[CH:31]=[CH:30][CH:29]=[CH:28][CH:27]=2)[CH:32]=[O:33])[CH2:16][CH2:15][CH2:14][CH2:13]1. Procedure: 2,4-Dichloro-5-fluoro-6-hydrazinopyrimidine (358 mg 1.817 mmol), (2R)-3-cyclopentyl-2-({formyl[(phenylmethyl)oxy]amino}methyl)propanoic acid (746 mg, 1.508 mmol), and HOAt (247 mg, 1.817 mmol) were dissolved in 15 mL of DMF. NMM (0.798 mL, 7.27 mmol) was added, followed by EDC (348 mg, 1.817 mmol). After stirring overnight at room temperature, the reaction mixture was purified by RP-HPLC to provide {(2R)-2-(cyclopentylmethyl)-3-[2-(2,6-dichloro-5-fluoro-4-pyrimidinyl)hydrazino]-3-oxopropyl}[(phe... Reactants: N1(CCOCC1)CCSC1=CC=C(C=C1)[N+](=O)[O-] (1-[[(4-morpholinyl)ethyl]thio]-4-nitrobenzene), S(O)(O)(=O)=O (sulfuric acid), B1(OO1)[O-].O.O.O.O.[Na+] (sodium perborate tetrahydrate). Run in CO (methanol). Reaction conditions: temperature 0 celsius, time 2 hour. Yields the product N1(CCOCC1)CCS(=O)C1=CC=C(C=C1)[N+](=O)[O-] (1-[[2-(4-morpholinyl)ethyl]sulfinyl]-4-nitrobenzene). Reaction SMILES: [N:1]1([CH2:7][CH2:8][S:9][C:10]2[CH:15]=[CH:14][C:13]([N+:16]([O-:18])=[O:17])=[CH:12][CH:11]=2)[CH2:6][CH2:5][O:4][CH2:3][CH2:2]1.S(=O)(=O)(O)[OH:20].B1([O-])OO1.O.O.O.O.[Na+]>CO>[N:1]1([CH2:7][CH2:8][S:9]([C:10]2[CH:11]=[CH:12][C:13]([N+:16]([O-:18])=[O:17])=[CH:14][CH:15]=2)=[O:20])[CH2:6][CH2:5][O:4][CH2:3][CH2:2]1 |f:2.3.4.5.6.7|. Procedure details: A cold (0° C.) solution of 1-[[(4-morpholinyl)ethyl]thio]-4-nitrobenzene in methanol is treated slowly with excess 30% sulfuric acid and then sodium perborate tetrahydrate (10 equivalents) is added. The mixture is stirred at 0° C. for 2 hrs and then at ambient temperature for 2 hrs. The methanol is removed in vacuo and the residue basified with 50% sodium hydroxide solution and filtered. The filter cake is washed with methylene chloride and the aqueous filtrate extracted with the methylene chlor... Starting materials: I(=O)(=O)(=O)[O-].[Na+] (sodium periodate), FC=1C=C(C=CC1N1N=CN=C1C)NC1=NN2C(C(CC(CC2)=C)C2=CC=C(C=C2)F)=N1 (N-(3-fluoro-4-(5-methyl-1H-1,2,4-triazol-1-yl)phenyl)-9-(4-fluorophenyl)-7-methylene-6,7,8,9-tetrahydro-5H-[1,2,4]triazolo[1,5-a]azepin-2-amine). Reagents/catalysts: [Os](=O)(=O)(=O)=O (osmium tetroxide). Run in O (water), [Cl-].[Na+].O (brine), O (water), C1CCOC1 (THF). Reaction conditions: time 1 hour. The product is FC=1C=C(C=CC1N1N=CN=C1C)NC1=NN2C(C(CC(CC2)=O)C2=CC=C(C=C2)F)=N1 (2-(3-fluoro-4-(5-methyl-1H-1,2,4-triazol-1-yl)phenylamino)-9-(4-fluorophenyl)-8,9-dihydro-5H-[1,2,4]triazolo[1,5-a]azepin-7(6H)-one). Isolated yield 77.8%. As a reaction SMILES: I([O-])(=O)(=O)=[O:2].[Na+].[F:7][C:8]1[CH:9]=[C:10]([NH:20][C:21]2[N:38]=[C:24]3[CH:25]([C:31]4[CH:36]=[CH:35][C:34]([F:37])=[CH:33][CH:32]=4)[CH2:26][C:27](=C)[CH2:28][CH2:29][N:23]3[N:22]=2)[CH:11]=[CH:12][C:13]=1[N:14]1[C:18]([CH3:19])=[N:17][CH:16]=[N:15]1>O.C1COCC1.[Cl-].[Na+].O.[Os](=O)(=O)(=O)=O>[F:7][C:8]1[CH:9]=[C:10]([NH:20][C:21]2[N:38]=[C:24]3[CH:25]([C:31]4[CH:36]=[CH:35][C:34]([F:37])=[CH:33][CH:32]=4)[CH2:26][C:27](=[O:2])[CH2:28][CH2:29][N:23]3[N:22]=2)[CH:11]=[CH:12][C:13]=1[N:14]1[C:18]([CH3:19])=[N:17][CH:16]=[N:15]1 |f:0.1,5.6.7|. Reported procedure: A solution of sodium periodate (2.78 g, 13.0 mmol) in water (10 mL) was added over a 10 min period via pipet to a vigorously stirred solution of the N-(3-fluoro-4-(5-methyl-1H-1,2,4-triazol-1-yl)phenyl)-9-(4-fluorophenyl)-7-methylene-6,7,8,9-tetrahydro-5H-[1,2,4]triazolo[1,5-a]azepin-2-amine (1.88 g, 4.34 mmol) and osmium tetroxide (110 mg, 0.43 mmol) in THF (10.0 mL). The reaction was stirred for 1 h and then diluted with water (150 mL)/brine (100 mL) and extracted with ethyl acetate (3×). The ... The product is C(#N)C1=C(C=CC=C1)C1=CC(=CC=C1)C (2-cyano-3'-methyl-1,1'-biphenyl). RXN SMILES: Br[C:2]1[CH:3]=[C:4]([CH3:8])[CH:5]=[CH:6][CH:7]=1.Cl[C:10]1[CH:17]=[CH:16][CH:15]=[CH:14][C:11]=1[C:12]#[N:13]>>[C:12]([C:11]1[CH:14]=[CH:15][CH:16]=[CH:17][C:10]=1[C:2]1[CH:7]=[CH:6][CH:5]=[C:4]([CH3:8])[CH:3]=1)#[N:13]. Reactants: BrC=1C=C(C=CC1)C (3-bromotoluene), ClC1=C(C#N)C=CC=C1 (2-chlorobenzonitrile). Procedure details: In the same manner as in Example 2, 3-bromotoluene and 2-chlorobenzonitrile were reacted at 85° C. for 3 hours, and the reaction solution was analyzed by gas chromatography. The results are shown in Table 1. Starting materials: 4-chloro, N1=CC=CC2=CC=CC=C12 (quinoline), OC1=CC=NC2=CC=CN=C12 (4-hydroxy-[1,5]naphthyridine). Run in N1=CC=CC=C1 (pyridine), P(=O)(Cl)(Cl)Cl (phosphorus oxychloride). The product is NC1=CC=NC2=CC=CN=C12 (4-amino 1,5-naphthyridine), 4-chloro, C(CC)N (n-propylamine). As a reaction SMILES: O[C:2]1[C:11]2[C:6](=[CH:7][CH:8]=[CH:9][N:10]=2)[N:5]=[CH:4][CH:3]=1.[N:12]1C2C(=CC=CC=2)[CH:15]=[CH:14][CH:13]=1>P(Cl)(Cl)(Cl)=O.N1C=CC=CC=1>[NH2:12][C:2]1[C:11]2[C:6](=[CH:7][CH:8]=[CH:9][N:10]=2)[N:5]=[CH:4][CH:3]=1.[CH2:13]([NH2:12])[CH2:14][CH3:15]. Reported procedure: 4-Hydroxy-1,5-naphthyridines can be prepared from 3-aminopyridine derivatives by reaction with diethyl ethoxymethylene malonate to produce the 4-hydroxy-3-carboxylic acid ester derivative with subsequent hydrolysis to the acid, followed by thermal decarboxylation in quinoline (as for example described for 4-Hydroxy-[1,5]naphthyridine-3-carboxylic acid, Joe T. Adams et al., J.Amer.Chem.Soc., 1946, 68, 1317). A 4-hydroxy-[1,5]naphthyridine can be converted to the 4-chloro derivative by heating in ... Reactants: C1CCOC1, CC(C)(C)[O-], CS(C)=O, C[S+](C)(C)=O, [I-], [K+], C=C(c1ccc(OCc2ccccc2)cc1)c1ccc2nc(-c3ccc(C4OCCCO4)cc3F)sc2n1. Product: Fc1cc(C2OCCCO2)ccc1-c1nc2ccc(C3(c4ccc(OCc5ccccc5)cc4)CC3)nc2s1. As a reaction SMILES: [CH2:55]1[O:56][CH2:57][CH2:58][CH2:59]1.[CH3:1][C:2]([CH3:3])([O-:4])[CH3:5].[CH3:51][S:52]([CH3:53])=[O:54].[CH3:8][S+:9]([CH3:10])([CH3:11])=[O:12].[I-:7].[K+:6].[O:13]1[CH:14]([c:19]2[cH:20][c:21]([F:50])[c:22](-[c:25]3[s:26][c:27]4[n:28][c:29]([C:34](=[CH2:35])[c:36]5[cH:37][cH:38][c:39]([O:42][CH2:43][c:44]6[cH:45][cH:46][cH:47][cH:48][cH:49]6)[cH:40][cH:41]5)[cH:30][cH:31][c:32]4[n:33]3)[cH:23][cH:24]2)[O:15][CH2:16][CH2:17][CH2:18]1>>[CH2:1]1[C:34]([c:29]2[n:28][c:27]3[s:26][c:25](-[c:22]4[c:21]([F:50])[cH:20][c:19]([CH:14]5[O:13][CH2:18][CH2:17][CH2:16][O:15]5)[cH:24][cH:23]4)[n:33][c:32]3[cH:31][cH:30]2)([c:36]2[cH:37][cH:38][c:39]([O:42][CH2:43][c:44]3[cH:45][cH:46][cH:47][cH:48][cH:49]3)[cH:40][cH:41]2)[CH2:35]1. Starting materials: O1[C@@H](C=CC1)[C@@H](CNC(OCC1=CC=CC=C1)=O)O (Benzyl(R)-2-((S)-2,5-dihydrofuran-2-yl)-2-hydroxyethylcarbamate), [Cl-].[NH4+] (ammonium chloride), CC1=CC=C(C=C1)S(=O)(=O)O[C@@H]1[C@@H]2[C@H](OC1)[C@H](CO2)Br ((3S,3aS,6S,6aS)-6-Bromohexahydrofuro[3,2-b]furan-3-yl 4-methylbenzenesulfonate), N (ammonia). The reagents and catalysts are [Zn] (Zinc), [Zn] (Zinc). Solvent: CO (methanol), O (water), CC(C)O (propan-2-ol), CC(C)O (propan-2-ol). Reaction conditions: temperature 75 celsius, time 16 hour. Product: NC[C@@H](O)[C@H]1OCC=C1 ((R)-2-amino-1-((S)-2,5-dihydrofuran-2-yl)ethanol). Reaction SMILES: [O:1]1[CH2:5][CH:4]=[CH:3][C@H:2]1[C@H:6]([OH:19])[CH2:7][NH:8]C(=O)OCC1C=CC=CC=1.[Cl-].[NH4+].CC1C=CC(S(O[C@H]2CO[C@@H]3[C@@H](Br)CO[C@H]23)(=O)=O)=CC=1.N>O.CC(O)C.[Zn].CO>[NH2:8][CH2:7][C@H:6]([C@@H:2]1[CH:3]=[CH:4][CH2:5][O:1]1)[OH:19] |f:1.2|. Procedure details: Alternative preparation of Benzyl(R)-2-((S)-2,5-dihydrofuran-2-yl)-2-hydroxyethylcarbamate (18); Zinc and ‘One-pot’ procedure. A solution of ammonium chloride (600 mg, 11.2 mmol) in water (7.5 mL) was added to a solution of bromotosylate (47) (3.0 g, 8.26 mmol) in propan-2-ol (15 mL) under argon. Zinc dust (600 mg, 9.2 mmol) was then added in portions over 4 minutes and the mixture was stirred for 16 hours before filtering the suspension through celite in vacuo. The filter cake was washed with d... Starting materials: NC1=NNC2=CC=CC=C12 (3-aminoindazole), Br.BrCCCN(CC)CC (3-bromopropyldiethylamine hydrobromide), Br.CC(CCBr)N1CCOCC1 ((1-methyl-3-bromopropyl)-morpholine hydrobromide), NC1=NNC2=CC=CC(=C12)Cl (3-amino-4-chloroindazole). The product is O1CCN(CC1)C(CCN1N=C(C2=CC=CC=C12)N)C (1-(3-morpholinobutyl)-3-aminoindazole). Yield: 48.0%. Reaction SMILES: [NH2:1][C:2]1[C:10]2[C:5](=[CH:6][CH:7]=[CH:8][CH:9]=2)[NH:4][N:3]=1.Br.[CH3:12][CH:13]([N:17]1[CH2:22][CH2:21][O:20][CH2:19][CH2:18]1)[CH2:14][CH2:15]Br.NC1C2C(=CC=CC=2Cl)NN=1.Br.BrCCCN(CC)CC>>[O:20]1[CH2:21][CH2:22][N:17]([CH:13]([CH3:12])[CH2:14][CH2:15][N:4]2[C:5]3[C:10](=[CH:9][CH:8]=[CH:7][CH:6]=3)[C:2]([NH2:1])=[N:3]2)[CH2:18][CH2:19]1 |f:1.2,4.5|. Procedure: The same procedures as described in Example 1 were repeated except that 4.50 g of 3-aminoindazole and 5.03 g of (1-methyl-3-bromopropyl)-morpholine hydrobromide were employed instead of the 5.66 g of 3-amino-4-chloroindazole and the 4.83 g of 3-bromopropyldiethylamine hydrobromide, respectively. As a result, 1-(3-morpholinobutyl)-3-aminoindazole having the following analytical values was obtained in a yield of 48%.